Dataset: the Open Reaction Database (ORD), a public repository of structured organic reaction records. Task: describe an organic reaction: reactants, conditions, products, and yield Reported procedure: A solution of 14a (1.2 g, 1.9 mmol) in methanolic ammonia (saturated at −20° C.) was stirred in a pressure bottle for 18 hr. Evaporation of the solvents and flash chromatography of the residue using ethyl acetate/methanol (4:1) gave 17a as a light yellow solid, 0.47 g (77%). 1H-NMR (DMSO-d6): δ10.2 and 7.7 (2 bs, 2H, NH2); 7.83 (d, 1H, H-6, J6,5=6.9 Hz); 5.78 (s, 1H, H-1′); 4.72 (s, 1H, vinylic); 2.17, 1.50, 1.30 and 0.90 (4 m, 9H, n-butyl). The product is NC(=CC1=NC(N(C=C1)[C@H]1[C@H](O)[C@H](O)[C@H](O1)CO)=O)CCCC (4-(2-Amino-1-hexen-1-yl)-1-β-D-ribofuranosyl-pyrimidin-2-one). Reactants: C(#CCCCC)C1=NC(N(C=C1)[C@H]1[C@H](OC(C2=CC=CC=C2)=O)[C@H](OC(C2=CC=CC=C2)=O)[C@H](O1)COC(C1=CC=CC=C1)=O)=O (4-(1-Hexyn-1-yl)-1-(2,3,5-tri-O-benzoyl-β-D-ribofuranosyl)pyrimidin-2-one), N (ammonia). Reaction SMILES: [C:1]([C:7]1[CH:12]=[CH:11][N:10]([C@@H:13]2[O:35][C@H:34]([CH2:36][O:37]C(=O)C3C=CC=CC=3)[C@@H:24]([O:25]C(=O)C3C=CC=CC=3)[C@H:14]2[O:15]C(=O)C2C=CC=CC=2)[C:9](=[O:46])[N:8]=1)#[C:2][CH2:3][CH2:4][CH2:5][CH3:6].[NH3:47]>>[NH2:47][C:2]([CH2:3][CH2:4][CH2:5][CH3:6])=[CH:1][C:7]1[CH:12]=[CH:11][N:10]([C@@H:13]2[O:35][C@H:34]([CH2:36][OH:37])[C@@H:24]([OH:25])[C@H:14]2[OH:15])[C:9](=[O:46])[N:8]=1. Reactants: C([O-])(O)=O.[Na+] (sodium bicarbonate), ClC1=C(C(=CC=C1)Cl)N1C(N(C2=NC(=NC=C2C1)SC)C)=O (3-(2,6-dichlorophenyl)-7-methylthio-1-methyl-3,4-dihydropyrimido[4,5-d]pyrimidin-2(1H)-one), CS(=O)C (dimethyl sulfoxide), ClC1=CC(=CC=C1)C(=O)OO (3-chloroperbenzoic acid). Solvent: ClCCl (dichloromethane). Run at time 17 hour. Product: ClC1=C(C(=CC=C1)Cl)N1C(N(C2=NC(=NC=C2C1)S(=O)(=O)C)C)=O (3-(2,6-dichlorophenyl)-7-methanesulfonyl-1-methyl-3,4-dihydropyrimido[4,5-d]pyrimidin-2(1H)-one). Isolated yield 92.0%. As a reaction SMILES: [Cl:1][C:2]1[CH:7]=[CH:6][CH:5]=[C:4]([Cl:8])[C:3]=1[N:9]1[CH2:18][C:17]2[C:12](=[N:13]C(SC)=[N:15][CH:16]=2)[N:11]([CH3:21])[C:10]1=[O:22].ClC1C=CC=C(C(OO)=[O:31])C=1.[CH3:34][S:35]([CH3:37])=[O:36].C(=O)(O)[O-].[Na+]>ClCCl>[Cl:1][C:2]1[CH:7]=[CH:6][CH:5]=[C:4]([Cl:8])[C:3]=1[N:9]1[CH2:18][C:17]2[C:12](=[N:13][C:34]([S:35]([CH3:37])(=[O:31])=[O:36])=[N:15][CH:16]=2)[N:11]([CH3:21])[C:10]1=[O:22] |f:3.4|. Procedure details: A solution of 3-(2,6-dichlorophenyl)-7-methylthio-1-methyl-3,4-dihydropyrimido[4,5-d]pyrimidin-2(1H)-one (1.1) (5 g, 14.1 mmol) in 200 mL of dichloromethane was cooled in ice and treated with 3-chloroperbenzoic acid (10 g, 28.9 mmol). The mixture was stirred at room temperature for 17 hours, then treated with 2 mL of dimethyl sulfoxide and left to stand for 10 minutes. Saturated aqueous sodium bicarbonate solution (100 mL) was then added and the phases were separated. The organic phase was dried... Yields the product FC1=CC=C(C=C1)C1=C(C(=C2SC3=C(N21)C=CC=C3)CO)CO ((1-(4-fluorophenyl)benzo[d]pyrrolo[2,1-b]thiazole-2,3-diyl)dimethanol). Run at time 20 minute. RXN SMILES: [F:1][C:2]1[CH:7]=[CH:6][C:5]([C:8]2[N:15]3[C:11]([S:12][C:13]4[CH:19]=[CH:18][CH:17]=[CH:16][C:14]=43)=[C:10]([C:20](OC)=[O:21])[C:9]=2[C:24](OC)=[O:25])=[CH:4][CH:3]=1.[H-].[Al+3].[Li+].[H-].[H-].[H-].[H-].[NH4+].[OH-]>ClCCl.CCOCC.O>[F:1][C:2]1[CH:7]=[CH:6][C:5]([C:8]2[N:15]3[C:11]([S:12][C:13]4[CH:19]=[CH:18][CH:17]=[CH:16][C:14]=43)=[C:10]([CH2:20][OH:21])[C:9]=2[CH2:24][OH:25])=[CH:4][CH:3]=1 |f:1.2.3.4.5.6,8.9|. The reactants are FC1=CC=C(C=C1)C1=C(C(=C2SC3=C(N21)C=CC=C3)C(=O)OC)C(=O)OC (dimethyl 1-(4-fluorophenyl)benzo[d]pyrrolo[2,1-b]thiazole-2,3-dicarboxylate), [H-].[Al+3].[Li+].[H-].[H-].[H-] (lithium aluminum hydride), [NH4+].[OH-] (NH4OH), [H-] (hydride). Reported procedure: A solution of dimethyl 1-(4-fluorophenyl)benzo[d]pyrrolo[2,1-b]thiazole-2,3-dicarboxylate (2.4 g, 6.6 mmol) in anhydrous dichloromethane (30 mL) was added dropwise to a stirred mixture of lithium aluminum hydride (0.6 g, 16.0 mmol) in anhydrous ether (20 mL) at −5° C. to 0° C. The reaction mixture was allowed to stir at this temperature for 20 min. The excess hydride was decomposed by adding water (1 mL) followed by NH4OH (1 mL) and water (1 mL) at −5° C. to 0° C. The mixture was filtered throug... Solvent: O (water), ClCCl (dichloromethane), CCOCC (ether), O (water). Conditions: time 28 hour. Reaction SMILES: [Cl:1][C:2]1[CH:7]=[CH:6][C:5]([S:8](Cl)(=[O:10])=[O:9])=[CH:4][CH:3]=1.[CH2:12]([O:14][C:15](=[O:25])[C:16]1[C:17](=[C:19]([Cl:24])[CH:20]=[C:21]([Cl:23])[CH:22]=1)[NH2:18])[CH3:13].[ClH:26]>N1C=CC=CC=1.C(OCC)C>[CH2:12]([O:14][C:15](=[O:25])[C:16]1[CH:22]=[C:21]([Cl:23])[CH:20]=[C:19]([Cl:24])[C:17]=1[N:18]([S:8]([C:5]1[CH:6]=[CH:7][C:2]([Cl:26])=[CH:3][CH:4]=1)(=[O:10])=[O:9])[S:8]([C:5]1[CH:6]=[CH:7][C:2]([Cl:1])=[CH:3][CH:4]=1)(=[O:10])=[O:9])[CH3:13]. The reactants are ClC1=CC=C(C=C1)S(=O)(=O)Cl (4-chlorobenzenesulfonic acid chloride), C(C)OC(C=1C(N)=C(C=C(C1)Cl)Cl)=O (3,5-dichloroanthranilic acid ethyl ester), Cl (hydrochloric acid). Run in C(C)OCC (diethyl ether), N1=CC=CC=C1 (pyridine). Procedure details: 138.0 g of 4-chlorobenzenesulfonic acid chloride are added in portions, at room temperature, to a solution of 50.0 g of 3,5-dichloroanthranilic acid ethyl ester in 210 ml of dry pyridine. The reaction mixture is heated to 80°-90° C. and stirred for 28 hours at that temperature to complete the reaction. After cooling, the reaction mixture is poured onto ice/water and acidified with 2N hydrochloric acid. The sticky, oily precipitate is dissolved in diethyl ether, and the aqueous phase is removed. ... Yields the product C(C)OC(C1=C(C(=CC(=C1)Cl)Cl)N(S(=O)(=O)C1=CC=C(C=C1)Cl)S(=O)(=O)C1=CC=C(C=C1)Cl)=O (3,5-Dichloro-2-[di-(4-chlorophenylsulfonyl)-amino]-benzoic acid ethyl ester). The reactants are NC(CCO)(C)C (3-amino-3-methyl-butan-1-ol), FC(SC1=CC=C(C=C1)N=C=O)(F)F (4-(trifluoromethylthio)phenylisocyanate). Procedure details: To a solution of 3-amino-3-methyl-butan-1-ol (941 mg, 9.12 mmol) in 10 mL THF was added 4-(trifluoromethylthio)phenylisocyanate (2.0 g, 9.12 mmol). The reaction was stirred at ambient temperature for 16 h. The solution was concentrated and subjected to a hot filtration with CH2Cl2 to give solid 1-(4-hydroxy-2-methylbutan-2-yl)-3-{4-[(trifluoromethyl)sulfanyl]phenyl}urea (95%). LCMS [M+H]+=323.1. Reaction SMILES: [NH2:1][C:2]([CH3:7])([CH3:6])[CH2:3][CH2:4][OH:5].[F:8][C:9]([F:21])([F:20])[S:10][C:11]1[CH:16]=[CH:15][C:14]([N:17]=[C:18]=[O:19])=[CH:13][CH:12]=1>C1COCC1>[OH:5][CH2:4][CH2:3][C:2]([NH:1][C:18]([NH:17][C:14]1[CH:15]=[CH:16][C:11]([S:10][C:9]([F:20])([F:8])[F:21])=[CH:12][CH:13]=1)=[O:19])([CH3:7])[CH3:6]. The yield is 95.0%. The product is OCCC(C)(C)NC(=O)NC1=CC=C(C=C1)SC(F)(F)F (1-(4-hydroxy-2-methylbutan-2-yl)-3-{4-[(trifluoromethyl)sulfanyl]phenyl}urea). The solvent is C1CCOC1 (THF). Conditions: time 16 hour.